Dataset: the Open Reaction Database (ORD), a public repository of structured organic reaction records. Task: describe an organic reaction: reactants, conditions, products, and yield Reported procedure: 5-Chloro-1H-indazole-7-carbaldehyde (5.6 g, 31.0 mmol) and N-methyldicyclohexylamine (9 mL, 41.9 mmol) were suspended in tetrahydrofuran (100 mL), cooled to 0° C., and treated with (2-(chloromethoxy)ethyl)trimethylsilane (8.3 mL, 46.5 mmol). Cooling was removed and stirring continued for 4 h. The reaction was poured into ethyl acetate, washed with water (3×), 1 M potassium bisulfate (2×), brine (2×), dried over sodium sulfate, and concentrated. Column chromatography on silica gel (25% ethyl acet... Run in O1CCCC1 (tetrahydrofuran). The product is ClC1=CC2=CN(N=C2C(=C1)C=O)COCC[Si](C)(C)C (5-Chloro-2-((2-(trimethylsilyl)ethoxy)methyl)-2H-indazole-7-carbaldehyde). Reaction conditions: temperature 0 celsius, time 4 hour. RXN SMILES: [Cl:1][C:2]1[CH:3]=[C:4]2[C:8](=[C:9]([CH:11]=[O:12])[CH:10]=1)[NH:7][N:6]=[CH:5]2.CN(C1CCCCC1)C1CCCCC1.Cl[CH2:28][O:29][CH2:30][CH2:31][Si:32]([CH3:35])([CH3:34])[CH3:33]>O1CCCC1>[Cl:1][C:2]1[CH:10]=[C:9]([CH:11]=[O:12])[C:8]2[C:4](=[CH:5][N:6]([CH2:28][O:29][CH2:30][CH2:31][Si:32]([CH3:35])([CH3:34])[CH3:33])[N:7]=2)[CH:3]=1. The reactants are ClC=1C=C2C=NNC2=C(C1)C=O (5-Chloro-1H-indazole-7-carbaldehyde), CN(C1CCCCC1)C1CCCCC1 (N-methyldicyclohexylamine), ClCOCC[Si](C)(C)C ((2-(chloromethoxy)ethyl)trimethylsilane). Reactants: N1=CC=CC=C1 (pyridine), S(=O)(Cl)Cl (thionyl chloride), OC(C(=O)OC(C)(C)C)N1C(C(C1SCC#CCOC1OCCCC1)NC(C1=CC=CC=C1)(C1=CC=CC=C1)C1=CC=CC=C1)=O (1-(1-Hydroxy-1-t-butoxycarbonylmethyl)-3-(triphenylmethylamino)-4-(4-tetrahydropyranyloxybut-2-ynylthio) azetidin-2-one). Run in O1CCOCC1 (dioxan), O1CCCC1.O1CCOCC1 (tetrahydrofuran dioxan), C1CCOC1.O1CCOCC1 (THF dioxan). The product is ClC(C(=O)OC(C)(C)C)N1C(C(C1SCC#CCOC1OCCCC1)NC(C1=CC=CC=C1)(C1=CC=CC=C1)C1=CC=CC=C1)=O (1-(1-chloro-1-t-butoxycarbonylmethyl)-3-(triphenylmethylamino)-4-(4-tetrahydropyranyloxybut-2-ynylthio)azetidine-2-one). The yield is 97.8%. As a reaction SMILES: O[CH:2]([N:10]1[CH:13]([S:14][CH2:15][C:16]#[C:17][CH2:18][O:19][CH:20]2[CH2:25][CH2:24][CH2:23][CH2:22][O:21]2)[CH:12]([NH:26][C:27]([C:40]2[CH:45]=[CH:44][CH:43]=[CH:42][CH:41]=2)([C:34]2[CH:39]=[CH:38][CH:37]=[CH:36][CH:35]=2)[C:28]2[CH:33]=[CH:32][CH:31]=[CH:30][CH:29]=2)[C:11]1=[O:46])[C:3]([O:5][C:6]([CH3:9])([CH3:8])[CH3:7])=[O:4].N1C=CC=CC=1.S(Cl)([Cl:55])=O>C1COCC1.O1CCOCC1.O1CCOCC1>[Cl:55][CH:2]([N:10]1[CH:13]([S:14][CH2:15][C:16]#[C:17][CH2:18][O:19][CH:20]2[CH2:25][CH2:24][CH2:23][CH2:22][O:21]2)[CH:12]([NH:26][C:27]([C:28]2[CH:33]=[CH:32][CH:31]=[CH:30][CH:29]=2)([C:34]2[CH:39]=[CH:38][CH:37]=[CH:36][CH:35]=2)[C:40]2[CH:45]=[CH:44][CH:43]=[CH:42][CH:41]=2)[C:11]1=[O:46])[C:3]([O:5][C:6]([CH3:9])([CH3:7])[CH3:8])=[O:4] |f:3.4|. Procedure details: 1-(1-Hydroxy-1-t-butoxycarbonylmethyl)-3-(triphenylmethylamino)-4-(4-tetrahydropyranyloxybut-2-ynylthio) azetidin-2-one (646mg) was dissolved in dry THF/dioxan (1:1, 12ml) and the solution, under nitrogen, was cooled to -15°. Dry pyridine (227mg) in dioxan (1ml) was then added followed by the dropwise addition of thionyl chloride (357mg) in 1:1 tetrahydrofuran/dioxan (5ml) over 1-2 minutes. After a further 15 minutes the precipitated solid was filtered off and the filtrate evaporated to dryness.... Starting materials: NC1=CC(=NC=N1)N1C(=NC2=C1C=CC=C2)NC2=C(C=CC(=C2)[N+](=O)[O-])C ([1-(6-Amino-pyrimidin-4-yl)-1H-benzoimidazol-2-yl]-(2-methyl-5-nitrophenyl)-amine). The reagents and catalysts are [Pd] (palladium). Run in C(C)O (ethanol). Conditions: time 8 hour. The product is NC1=CC(=NC=N1)N1C(=NC2=C1C=CC=C2)NC=2C=C(C=CC2C)N (N3-[1-(6-Amino-pyrimidin-4-yl)-1H-benzoimidazol-2-yl]-4-methyl-benzene-1,3-diamine). RXN SMILES: [NH2:1][C:2]1[N:7]=[CH:6][N:5]=[C:4]([N:8]2[C:12]3[CH:13]=[CH:14][CH:15]=[CH:16][C:11]=3[N:10]=[C:9]2[NH:17][C:18]2[CH:23]=[C:22]([N+:24]([O-])=O)[CH:21]=[CH:20][C:19]=2[CH3:27])[CH:3]=1>C(O)C.[Pd]>[NH2:1][C:2]1[N:7]=[CH:6][N:5]=[C:4]([N:8]2[C:12]3[CH:13]=[CH:14][CH:15]=[CH:16][C:11]=3[N:10]=[C:9]2[NH:17][C:18]2[CH:23]=[C:22]([NH2:24])[CH:21]=[CH:20][C:19]=2[CH3:27])[CH:3]=1. Reported procedure: [1-(6-Amino-pyrimidin-4-yl)-1H-benzoimidazol-2-yl]-(2-methyl-5-nitrophenyl)-amine (135 mg, 0.37 mmol) is dissolved in ethanol (30 mL). After hydrogenation catalyzed by palladium (10 wt % on activated carbon, wet, Degussa type, 22 mg) under 1 atm H2 balloon overnight, the reaction mixture is filtered through a pad of celite and washed with ethanol. The combined filtrate and washings are concentrated to afford the title compound, which is used for next reaction without any further purification. Starting materials: CCCN(CCC)C(=O)c1cc(CO)cc(C(=O)OCC)c1, ClCCl, BrP(Br)Br. The product is CCCN(CCC)C(=O)c1cc(CBr)cc(C(=O)OCC)c1. RXN SMILES: [CH2:1]([CH2:2][CH3:3])[N:4]([C:5](=[O:6])[c:7]1[cH:8][c:9]([C:10](=[O:11])[O:12][CH2:13][CH3:14])[cH:15][c:16]([CH2:18][OH:19])[cH:17]1)[CH2:20][CH2:21][CH3:22].[Cl:27][CH2:28][Cl:29].[P:23]([Br:24])([Br:25])[Br:26]>>[CH2:1]([CH2:2][CH3:3])[N:4]([C:5](=[O:6])[c:7]1[cH:8][c:9]([C:10](=[O:11])[O:12][CH2:13][CH3:14])[cH:15][c:16]([CH2:18][Br:24])[cH:17]1)[CH2:20][CH2:21][CH3:22]. The reactants are C(C)(C)(C)OC(=O)N1CC(C(CC1)C1=CC=C(C=C1)OCCCOCC1=C(C=CC=C1)OC)OCC1=CC=C2CCCNC2=C1 ((3RS,4RS)-4-[4-[3-(2-methoxy-benzyloxy)-propoxy]-phenyl]-3-(1,2,3,4-tetrahydro-quinolin-7-ylmethoxy)-piperidine-1-carboxylic acid tert-butyl ester), BrCC(=O)OCC (ethyl bromoacetate), [H-].[Na+] (sodium hydride), [H-].[Na+] (sodium hydride), BrCC(=O)OCC (ethyl bromoacetate), ice water. The solvent is CN(C=O)C (N,N-dimethylformamide). Conditions: temperature 80 celsius, time 2 hour. Product: C(C)(C)(C)OC(=O)N1CC(C(CC1)C1=CC=C(C=C1)OCCCOCC1=C(C=CC=C1)OC)OCC1=CC=C2CCCN(C2=C1)CC(=O)OCC ((3RS,4RS)-3-(1-ethoxycarbonylmethyl-1,2,3,4-tetrahydro-quinolin-7-ylmethoxy)-4-[4-[3-(2-methoxy-benzyloxy)-propoxy]-phenyl]-piperidine-1-carboxylic acid tert-butyl ester). Yield: 33.0%. As a reaction SMILES: [C:1]([O:5][C:6]([N:8]1[CH2:13][CH2:12][CH:11]([C:14]2[CH:19]=[CH:18][C:17]([O:20][CH2:21][CH2:22][CH2:23][O:24][CH2:25][C:26]3[CH:31]=[CH:30][CH:29]=[CH:28][C:27]=3[O:32][CH3:33])=[CH:16][CH:15]=2)[CH:10]([O:34][CH2:35][C:36]2[CH:45]=[C:44]3[C:39]([CH2:40][CH2:41][CH2:42][NH:43]3)=[CH:38][CH:37]=2)[CH2:9]1)=[O:7])([CH3:4])([CH3:3])[CH3:2].Br[CH2:47][C:48]([O:50][CH2:51][CH3:52])=[O:49].[H-].[Na+]>CN(C)C=O>[C:1]([O:5][C:6]([N:8]1[CH2:13][CH2:12][CH:11]([C:14]2[CH:15]=[CH:16][C:17]([O:20][CH2:21][CH2:22][CH2:23][O:24][CH2:25][C:26]3[CH:31]=[CH:30][CH:29]=[CH:28][C:27]=3[O:32][CH3:33])=[CH:18][CH:19]=2)[CH:10]([O:34][CH2:35][C:36]2[CH:45]=[C:44]3[C:39]([CH2:40][CH2:41][CH2:42][N:43]3[CH2:47][C:48]([O:50][CH2:51][CH3:52])=[O:49])=[CH:38][CH:37]=2)[CH2:9]1)=[O:7])([CH3:4])([CH3:2])[CH3:3] |f:2.3|. Procedure: A solution of 0.67 g (1.09 mmol) of (3RS,4RS)-4-[4-[3-(2-methoxy-benzyloxy)-propoxy]-phenyl]-3-(1,2,3,4-tetrahydro-quinolin-7-ylmethoxy)-piperidine-1-carboxylic acid tert-butyl ester in 10 ml of absolute N,N-dimethylformamide was successively treated at 0° C. with 0.21 g (1.30 mmol, 1.2 equiv.) of ethyl bromoacetate and 0.057 g (1.30 g, 1.30 mmol, 1.2 equiv.) of sodium hydride dispersion (55% in mineral oil). The mixture was then stirred for 2 h at 80° C. Then 0.047 g (1.09 mmol, 1.0 equiv.) of ... Reactants: C(C)(=O)O[C@H]1[C@@H](C2N=C(SC2O[C@@H]1COC(C)=O)NCC(F)(F)F)OC(C)=O ((5R,6S,7R)-5-(acetoxymethyl)-2-(2,2,2-trifluoroethylamino)-5,6,7,7a-tetrahydro-3aH-pyrano[3,2-d]thiazole-6,7-diyl diacetate), C(=O)([O-])[O-].[K+].[K+] (K2CO3). Run in CO (MeOH). Conditions: time 1 hour. Product: OC[C@@H]1[C@H]([C@@H](C2N=C(SC2O1)NCC(F)(F)F)O)O ((5R,6S,7R)-5-(hydroxymethyl)-2-(2,2,2-trifluoroethylamino)-5,6,7,7a-tetrahydro-3aH-pyrano[3,2-d]thiazole-6,7-diol). Yield: 46.9%. RXN SMILES: C([O:4][C@@H:5]1[C@@H:13]([CH2:14][O:15]C(=O)C)[O:12][CH:11]2[CH:7]([N:8]=[C:9]([NH:19][CH2:20][C:21]([F:24])([F:23])[F:22])[S:10]2)[C@H:6]1[O:25]C(=O)C)(=O)C.C([O-])([O-])=O.[K+].[K+]>CO>[OH:15][CH2:14][C@H:13]1[O:12][CH:11]2[CH:7]([N:8]=[C:9]([NH:19][CH2:20][C:21]([F:24])([F:22])[F:23])[S:10]2)[C@@H:6]([OH:25])[C@@H:5]1[OH:4] |f:1.2.3|. Procedure details: (5R,6S,7R)-5-(acetoxymethyl)-2-(2,2,2-trifluoroethylamino)-5,6,7,7a-tetrahydro-3aH-pyrano[3,2-d]thiazole-6,7-diyl diacetate (0.328 g, 0.776 mmol) was dissolved in anhydrous MeOH. Solid K2CO3 was added to the solution until it was basic, and the reaction was stirred at room temperature (1 h). The reaction was filtered and then concentrated in vacuo. The final reaction mixture was purified via flash column chromatography with a solvent system of 5:1 DCM and MeOH, providing (5R,6S,7R)-5-(hydroxymet...